This data is from the Open Reaction Database (ORD), a public repository of structured organic reaction records. The task is: describe an organic reaction: reactants, conditions, products, and yield The reactants are C(=O)(Cl)Cl (phosgene), C1(=CC=CC=C1)C (toluene), C(C1=CC=CC=C1)ON1C(C(NC2=CC=C(C=C12)N1C=NC=C1)=O)=O (4-benzyloxy-6-(1H-imidazol-1-yl)-quinoxaline-2,3(1H,4H)-dione). The solvent is CN(C=O)C (N,N-dimethylformamide). Conditions: temperature 25 celsius, time 8 hour. Product: C(C1=CC=CC=C1)ON1C(C(=NC2=CC=C(C=C12)N1C=NC=C1)Cl)=O (4-Benzyloxy-2-chloro-6-(1H-imidazol-1-yl)-quinoxalin-3(4H)-one). Isolated yield 98.0%. Reaction SMILES: [C:1]([Cl:4])(Cl)=O.C1(C)C=CC=CC=1.[CH2:12]([O:19][N:20]1[C:29]2[C:24](=[CH:25][CH:26]=[C:27]([N:30]3[CH:34]=[CH:33][N:32]=[CH:31]3)[CH:28]=2)[NH:23]C(=O)[C:21]1=[O:36])[C:13]1[CH:18]=[CH:17][CH:16]=[CH:15][CH:14]=1>CN(C)C=O>[CH2:12]([O:19][N:20]1[C:29]2[C:24](=[CH:25][CH:26]=[C:27]([N:30]3[CH:34]=[CH:33][N:32]=[CH:31]3)[CH:28]=2)[N:23]=[C:1]([Cl:4])[C:21]1=[O:36])[C:13]1[CH:14]=[CH:15][CH:16]=[CH:17][CH:18]=1. Procedure: A solution of 20% phosgene in toluene (57 ml; 118 mmol) was added to a stirred solution of 4-benzyloxy-6-(1H-imidazol-1-yl)-quinoxaline-2,3(1H,4H)-dione (9.2 g; 27.5 mmol) in 200 ml dry N,N-dimethylformamide at 0° C. The mixture was stirred at 25° C. overnight and then evaporated in vacuo. The residue was stirred with ice-cooled water and 4N sodium hydroxide was added until pH was about 6 which resulted in the title compound (9.5 g; 98%) as a precipitate. M.p. 140° C. (decomp.). RXN SMILES: Cl.[CH2:2]([C:6]1[CH:7]=[C:8]([CH:12]=[C:13]([CH3:15])[N:14]=1)[C:9](O)=[O:10])[CH:3]([CH3:5])[CH3:4].CCN(C(C)C)C(C)C.CN(C(ON1N=NC2C=CC=CC1=2)=[N+](C)C)C.[B-](F)(F)(F)F.[CH2:47]([C:51]1[CH:52]=[C:53]([CH:58]=[C:59]([CH3:61])[N:60]=1)[C:54]([NH:56][NH2:57])=O)[CH:48]([CH3:50])[CH3:49].N1C=CC=CC=1.FC(F)(F)S(OS(C(F)(F)F)(=O)=O)(=O)=O>CN(C=O)C.CCOCC.C(Cl)Cl>[CH2:47]([C:51]1[CH:52]=[C:53]([C:54]2[O:10][C:9]([C:8]3[CH:12]=[C:13]([CH3:15])[N:14]=[C:6]([CH2:2][CH:3]([CH3:5])[CH3:4])[CH:7]=3)=[N:57][N:56]=2)[CH:58]=[C:59]([CH3:61])[N:60]=1)[CH:48]([CH3:50])[CH3:49] |f:0.1,3.4|. Isolated yield 41.6%. Reaction conditions: time 2 hour. Starting materials: N1=CC=CC=C1 (pyridine), Cl.C(C(C)C)C=1C=C(C(=O)O)C=C(N1)C (2-isobutyl-6-methyl-isonicotinic acid hydrochloride), CCN(C(C)C)C(C)C (DIPEA), CN(C)C(=[N+](C)C)ON1C2=C(C=CC=C2)N=N1.[B-](F)(F)(F)F (TBTU), FC(S(=O)(=O)OS(=O)(=O)C(F)(F)F)(F)F (trifluoromethanesulfonic anhydride), C(C(C)C)C=1C=C(C(=O)NN)C=C(N1)C (2-isobutyl-6-methyl-isonicotinic hydrazide), material. Product: C(C(C)C)C1=NC(=CC(=C1)C1=NN=C(O1)C1=CC(=NC(=C1)C)CC(C)C)C (2-isobutyl-4-[2-(2-isobutyl-6-methyl-4-pyridinyl)-[1,3,4]oxadiazol-5-yl]-6-methyl-pyridine). The solvent is C(Cl)Cl (DCM), CN(C)C=O (DMF), CCOCC (ether), C(Cl)Cl (DCM). Procedure: To a solution of 2-isobutyl-6-methyl-isonicotinic acid hydrochloride (41 mg, 0.178 mmol) and DIPEA (69 mg, 0.535 mmol) in DMF (2 mL) is added TBTU (57 mg, 0.178 mmol) at 0° C. The mixture is stirred for 30 min at 0° C. before 2-isobutyl-6-methyl-isonicotinic hydrazide (37 mg, 0.179 mmol) is added. Stirring is continued for 2 h. The mixture is diluted with ether (200 mL) and washed with 10% aq. citric acid solution (3×10 mL), sat. aq. NaHCO3-solution (3×10 mL) and brine (10 mL), dried over MgSO4,... Reactants: ClC1=C(C=C(C=C1)O)[N+](=O)[O-] (4-chloro-3-nitrophenol), ClCCN1CCOCC1 (4-(2-chloro-ethyl)morpholine), C(=O)([O-])[O-].[Cs+].[Cs+] (Cs2CO3). The solvent is CN(C=O)C (dimethylformamide). Run at temperature 80 celsius, time 20 hour. Yields the product ClC1=C(C=C(OCCN2CCOCC2)C=C1)[N+](=O)[O-] (4-(2-(4-chloro-3-nitrophenoxy)ethyl)morpholine). RXN SMILES: [Cl:1][C:2]1[CH:7]=[CH:6][C:5]([OH:8])=[CH:4][C:3]=1[N+:9]([O-:11])=[O:10].Cl[CH2:13][CH2:14][N:15]1[CH2:20][CH2:19][O:18][CH2:17][CH2:16]1.C([O-])([O-])=O.[Cs+].[Cs+]>CN(C)C=O>[Cl:1][C:2]1[CH:7]=[CH:6][C:5]([O:8][CH2:13][CH2:14][N:15]2[CH2:20][CH2:19][O:18][CH2:17][CH2:16]2)=[CH:4][C:3]=1[N+:9]([O-:11])=[O:10] |f:2.3.4|. Procedure details: 4-chloro-3-nitrophenol (5 g, 28.8 mmol, 1 eq.) was placed in dimethylformamide (96 mL) with 4-(2-chloro-ethyl)morpholine (16 g, 86.4 mmol, 3 eq.), Cs2CO3 (65 g, 0.20 mmol, 7 eq.), KI (10.5 g, 63.4 mmol, 2.2 eq.). The reaction mixture was heated at 80° C. and stirred for 20 hours. The reaction mixture was then concentrated under reduced pressure and the resulting residue was diluted with ethyl acetate. The organic phase was washed with a 1% NaOH aqueous solution, dried over MgSO4, filtered and co... Starting materials: C(C)(=O)ON=C1CCCN(C2=C1C=CC=C2)C(C2=CC=C(C=C2)NC(C2=C(C=CC=C2)Cl)=O)=O (5-acetyloxyimino-1-[4-(2-chlorobenzoylamino)benzoyl]-2,3,4,5-tetrahydro-1H-benzazepine). Reagents/catalysts: [Pt]=O (platinum oxide). Run in C(C)(=O)O (acetic acid). Yields the product NC1CCCN(C2=C1C=CC=C2)C(C2=CC=C(C=C2)NC(C2=C(C=CC=C2)Cl)=O)=O (5-amino-1-[4-(2-chlorobenzoylamino)benzoyl]-2,3,4,5-tetrahydro-1H-benzazepine). Yield: 44.9%. Reaction SMILES: C(O[N:5]=[C:6]1[C:12]2[CH:13]=[CH:14][CH:15]=[CH:16][C:11]=2[N:10]([C:17](=[O:34])[C:18]2[CH:23]=[CH:22][C:21]([NH:24][C:25](=[O:33])[C:26]3[CH:31]=[CH:30][CH:29]=[CH:28][C:27]=3[Cl:32])=[CH:20][CH:19]=2)[CH2:9][CH2:8][CH2:7]1)(=O)C>C(O)(=O)C.[Pt]=O>[NH2:5][CH:6]1[C:12]2[CH:13]=[CH:14][CH:15]=[CH:16][C:11]=2[N:10]([C:17](=[O:34])[C:18]2[CH:23]=[CH:22][C:21]([NH:24][C:25](=[O:33])[C:26]3[CH:31]=[CH:30][CH:29]=[CH:28][C:27]=3[Cl:32])=[CH:20][CH:19]=2)[CH2:9][CH2:8][CH2:7]1. Procedure: To a solution of 5-acetyloxyimino-1-[4-(2-chlorobenzoylamino)benzoyl]-2,3,4,5-tetrahydro-1H-benzazepine (0.48 g) in acetic acid (20 ml) is added platinum oxide (0.05 g) and the mixture is subjected to catalytic reduction under hydrogen atmosphere. After completion of the reaction, the catalyst is removed by filtration, and the filtrate is concentrated. The resulting residue is purified by silica gel column chromatography (eluent; dichloromethane:methanol=20:1→10:1), and recrystallized from ethan... Starting materials: B, CCCN(CC1CC1)C(=O)c1oc(-c2ccc(OCCCN3CCCC3C)cc2)nc1C, C1CCOC1, C1CCOC1. Yields the product CCCN(Cc1oc(-c2ccc(OCCCN3CCCC3C)cc2)nc1C)CC1CC1. RXN SMILES: [BH3:38].[CH:1]1([CH2:4][N:5]([C:6](=[O:7])[c:8]2[c:9]([CH3:29])[n:10][c:11](-[c:13]3[cH:14][cH:15][c:16]([O:19][CH2:20][CH2:21][CH2:22][N:23]4[CH:24]([CH3:28])[CH2:25][CH2:26][CH2:27]4)[cH:17][cH:18]3)[o:12]2)[CH2:30][CH2:31][CH3:32])[CH2:2][CH2:3]1.[O:33]1[CH2:34][CH2:35][CH2:36][CH2:37]1.[O:39]1[CH2:40][CH2:41][CH2:42][CH2:43]1>>[CH:1]1([CH2:4][N:5]([CH2:6][c:8]2[c:9]([CH3:29])[n:10][c:11](-[c:13]3[cH:14][cH:15][c:16]([O:19][CH2:20][CH2:21][CH2:22][N:23]4[CH:24]([CH3:28])[CH2:25][CH2:26][CH2:27]4)[cH:17][cH:18]3)[o:12]2)[CH2:30][CH2:31][CH3:32])[CH2:2][CH2:3]1.